Dataset: the Open Reaction Database (ORD), a public repository of structured organic reaction records. Task: describe an organic reaction: reactants, conditions, products, and yield Starting materials: CN1N=NC(=C1)C(=O)O (1-methyl-1H-1,2,3-triazole-4-carboxylic acid), C(CCC)N1C(N(C(C=2NC(=NC12)Cl)=O)CCCC/C(/NO)=N/[H])=O ((1Z)-5-(3-butyl-8-chloro-2,6-dioxo-2,3,6,7-tetrahydro-1H-purin-1-yl)-N-hydroxypentanimidamide). Run in CN(C)C=O (DMF), CS(=O)C (DMSO). Conditions: temperature 100 celsius. Yields the product C(CCC)N1C(N(C(C=2NC(=NC12)Cl)=O)CCCCC1=NOC(=N1)C=1N=NN(C1)C)=O (3-Butyl-8-chloro-1-{4-[5-(1-methyl-1H-1,2,3-triazol-4-yl)-1,2,4-oxadiazol-3-yl]butyl}-3,7-dihydro-1H-purine-2,6-dione). Isolated yield 28.7%. RXN SMILES: [CH3:1][N:2]1[CH:6]=[C:5]([C:7]([OH:9])=O)[N:4]=[N:3]1.[CH2:10]([N:14]1[C:22]2[N:21]=[C:20]([Cl:23])[NH:19][C:18]=2[C:17](=[O:24])[N:16]([CH2:25][CH2:26][CH2:27][CH2:28]/[C:29](=[N:32]/[H])/[NH:30]O)[C:15]1=[O:34])[CH2:11][CH2:12][CH3:13]>CN(C=O)C.CS(C)=O>[CH2:10]([N:14]1[C:22]2[N:21]=[C:20]([Cl:23])[NH:19][C:18]=2[C:17](=[O:24])[N:16]([CH2:25][CH2:26][CH2:27][CH2:28][C:29]2[N:30]=[C:7]([C:5]3[N:4]=[N:3][N:2]([CH3:1])[CH:6]=3)[O:9][N:32]=2)[C:15]1=[O:34])[CH2:11][CH2:12][CH3:13]. Procedure details: A solution of the 1-methyl-1H-1,2,3-triazole-4-carboxylic acid (18 mg, 0.14 mmol) in DMF (0.5 ml) was treated with CDl (23 mg, 0.14 mmol) at rt for 1 h. A solution of (1Z)-5-(3-butyl-8-chloro-2,6-dioxo-2,3,6,7-tetrahydro-1H-purin-1-yl)-N-hydroxypentanimidamide (50 mg, 0.14 mmol) in DMSO (0.4 ml) was added to the mixture then heated to 100° C. for 18 h. The reaction mixture was purified by MDAP to give the title compound as a white solid (18 mg).